From a dataset of the Open Reaction Database (ORD), a public repository of structured organic reaction records. describe an organic reaction: reactants, conditions, products, and yield The reactants are BrC=1SC=C(N1)C(=O)NC=1C=NN(C1[C@@H]1CC[C@H]([C@@H](CO1)F)NC(OC(C)(C)C)=O)C (tert-butyl ((3S,4R,7S)-7-(4-(2-bromothiazole-4-carboxamido)-1-methyl-1H-pyrazol-5-yl)-3-fluorooxepan-4-yl)carbamate), BrC=1SC=C(N1)C(=O)NC=1C=NN(C1[C@@H]1CC[C@H]([C@@H](CO1)F)NC(OC(C)(C)C)=O)C (tert-butyl ((3S,4R,7S)-7-(4-(2-bromothiazole-4-carboxamido)-1-methyl-1H-pyrazol-5-yl)-3-fluorooxepan-4-yl)carbamate), FC1=C(C(=CC=C1F)F)B(O)O ((2,3,6-trifluorophenyl)boronic acid). Product: N[C@@H]1CC[C@H](OC[C@H]1F)C1=C(C=NN1C)NC(=O)C=1N=C(SC1)C1=C(C(=CC=C1F)F)F (N-(5-((2S,5R,6S)-5-amino-6-fluorooxepan-2-yl)-1-methyl-1H-pyrazol-4-yl)-2-(2,3,6-trifluorophenyl)thiazole-4-carboxamide). RXN SMILES: Br[C:2]1[S:3][CH:4]=[C:5]([C:7]([NH:9][C:10]2[CH:11]=[N:12][N:13]([CH3:31])[C:14]=2[C@H:15]2[O:21][CH2:20][C@@H:19]([F:22])[C@H:18]([NH:23]C(=O)OC(C)(C)C)[CH2:17][CH2:16]2)=[O:8])[N:6]=1.[F:32][C:33]1[C:38]([F:39])=[CH:37][CH:36]=[C:35]([F:40])[C:34]=1B(O)O>>[NH2:23][C@H:18]1[C@H:19]([F:22])[CH2:20][O:21][C@H:15]([C:14]2[N:13]([CH3:31])[N:12]=[CH:11][C:10]=2[NH:9][C:7]([C:5]2[N:6]=[C:2]([C:34]3[C:35]([F:40])=[CH:36][CH:37]=[C:38]([F:39])[C:33]=3[F:32])[S:3][CH:4]=2)=[O:8])[CH2:16][CH2:17]1. Procedure details: Following the procedure for Example 101 starting from tert-butyl ((3S,4R,7S)-7-(4-(2-bromothiazole-4-carboxamido)-1-methyl-1H-pyrazol-5-yl)-3-fluorooxepan-4-yl)carbamate (Intermediate 99), and replacing 3,6-dihydro-2H-pyran-4-boronic acid pinacol ester with (2,3,6-trifluorophenyl)boronic acid gave 243. 1H NMR (400 MHz, DMSO-d6) δ 9.93 (s, 1H), 8.67 (s, 1H), 7.83 (s, 1H), 7.73 (qd, J=9.5, 5.0 Hz, 1H), 7.38 (tdd, J=9.5, 3.9, 2.1 Hz, 1H), 4.83 (dd, J=10.7, 3.6 Hz, 1H), 4.45-4.23 (m, 1H), 4.17 (ddd,... Reactants: S1C2=C(C=C1)C(=CC=C2)N2CCN(CC2)CCCOC2=C(C=C(C(=O)NCC)C=C2)[N+](=O)[O-] (4-[3-(4-benzo[b]thiophen-4-yl-piperazin-1-yl)propoxy]-N-ethyl-3-nitrobenzamide). The reagents and catalysts are [C].[Pd] (palladium carbon). Solvent: C(C)O (ethanol). The product is NC=1C=C(C(=O)NCC)C=CC1OCCCN1CCN(CC1)C1=CC=CC=2SC=CC21 (3-amino-4-[3-(4-benzo[b]thiophen-4-yl-piperazin-1-yl)propoxy]-N-ethyl-benzamide). Isolated yield 84.7%. Reaction SMILES: [S:1]1[CH:5]=[CH:4][C:3]2[C:6]([N:10]3[CH2:15][CH2:14][N:13]([CH2:16][CH2:17][CH2:18][O:19][C:20]4[CH:30]=[CH:29][C:23]([C:24]([NH:26][CH2:27][CH3:28])=[O:25])=[CH:22][C:21]=4[N+:31]([O-])=O)[CH2:12][CH2:11]3)=[CH:7][CH:8]=[CH:9][C:2]1=2>[C].[Pd].C(O)C>[NH2:31][C:21]1[CH:22]=[C:23]([CH:29]=[CH:30][C:20]=1[O:19][CH2:18][CH2:17][CH2:16][N:13]1[CH2:12][CH2:11][N:10]([C:6]2[C:3]3[CH:4]=[CH:5][S:1][C:2]=3[CH:9]=[CH:8][CH:7]=2)[CH2:15][CH2:14]1)[C:24]([NH:26][CH2:27][CH3:28])=[O:25] |f:1.2|. Reported procedure: 5% palladium carbon (0.8 g) was added to an ethanol solution (30 ml) of 4-[3-(4-benzo[b]thiophen-4-yl-piperazin-1-yl)propoxy]-N-ethyl-3-nitrobenzamide (1.0 g, 2.1 mmol) and the mixture was subjected to catalytic reduction at room temperature under normal pressure. The catalyst was removed by filtration and the filtrate was concentrated under reduced pressure. Water was added to the residue and the solution was extracted with ethyl acetate. The organic layer was dried over anhydrous sodium sulfat... The reactants are FC1=C(C(=O)Cl)C=C(C=C1)F (2,5-difluorobenzoylchloride), C(CC)NCC1=NC2=C(N1CCC)C=CC(=C2)CO[Si](C(C)(C)C)(C)C (propyl({1-propyl-5-[(1,1,2,2-tetramethyl-1-silapropoxy)methyl]benzimidazol-2-yl}methyl) amine). The solvent is ClCCl (dichloromethane). Product: FC1=C(C=C(C=C1)F)C(=O)N(CC1=NC2=C(N1CCC)C=CC(=C2)CO[Si](C(C)(C)C)(C)C)CCC ((2,5-difluorophenyl)-N-propyl-N-({1-propyl-5-[(1,1,2,2-tetramethyl-1-silapropoxy)methyl]benzimidazol-2-yl}methyl)carboxamide). The yield is 74.0%. Reaction SMILES: [F:1][C:2]1[CH:10]=[CH:9][C:8]([F:11])=[CH:7][C:3]=1[C:4](Cl)=[O:5].[CH2:12]([NH:15][CH2:16][C:17]1[N:21]([CH2:22][CH2:23][CH3:24])[C:20]2[CH:25]=[CH:26][C:27]([CH2:29][O:30][Si:31]([CH3:37])([CH3:36])[C:32]([CH3:35])([CH3:34])[CH3:33])=[CH:28][C:19]=2[N:18]=1)[CH2:13][CH3:14]>ClCCl>[F:1][C:2]1[CH:10]=[CH:9][C:8]([F:11])=[CH:7][C:3]=1[C:4]([N:15]([CH2:12][CH2:13][CH3:14])[CH2:16][C:17]1[N:21]([CH2:22][CH2:23][CH3:24])[C:20]2[CH:25]=[CH:26][C:27]([CH2:29][O:30][Si:31]([CH3:36])([CH3:37])[C:32]([CH3:34])([CH3:33])[CH3:35])=[CH:28][C:19]=2[N:18]=1)=[O:5]. Procedure details: 2,5-difluorobenzoylchloride 1.5 eq is treated with 1.0 eq 1.25 g (3.3 mmole) of propyl({1-propyl-5-[(1,1,2,2-tetramethyl-1-silapropoxy)methyl]benzimidazol-2-yl}methyl) amine in dichloromethane at room temperature for 1 hr. The reaction is quenched with 1 N NaOH and partitioned between dichloromethane and water. The organic layer is dried over anhydrous Na2SO4 and the solvent removed in vacuo. The residue is chromatographed (SiO2) with ethyl acetate to afford 74% of (2,5-difluorophenyl)-N-propyl-... Starting materials: O=C(Cl)Oc1ccc(F)cc1, O=C(O)C(F)(F)F, CCOC(=O)COc1ccc(C(=O)C(C)NC(=O)c2ccc(C(=N)N)cc2)cc1. Yields the product CCOC(=O)COc1ccc(C(=O)C(C)NC(=O)c2ccc(C(=N)NC(=O)Oc3ccc(F)cc3)cc2)cc1. Reaction SMILES: [Cl:37][C:38](=[O:39])[O:40][c:41]1[cH:42][cH:43][c:44]([F:47])[cH:45][cH:46]1.[F:1][C:2]([F:3])([F:4])[C:5]([OH:6])=[O:7].[NH2:8][C:9]([c:10]1[cH:11][cH:12][c:13]([C:14](=[O:15])[NH:16][CH:17]([C:18](=[O:19])[c:20]2[cH:21][cH:22][c:23]([O:24][CH2:25][C:26](=[O:27])[O:28][CH2:29][CH3:30])[cH:31][cH:32]2)[CH3:33])[cH:34][cH:35]1)=[NH:36]>>[NH:8]=[C:9]([c:10]1[cH:11][cH:12][c:13]([C:14](=[O:15])[NH:16][CH:17]([C:18](=[O:19])[c:20]2[cH:21][cH:22][c:23]([O:24][CH2:25][C:26](=[O:27])[O:28][CH2:29][CH3:30])[cH:31][cH:32]2)[CH3:33])[cH:34][cH:35]1)[NH:36][C:38](=[O:39])[O:40][c:41]1[cH:42][cH:43][c:44]([F:47])[cH:45][cH:46]1.